Dataset: the Open Reaction Database (ORD), a public repository of structured organic reaction records. Task: describe an organic reaction: reactants, conditions, products, and yield The reactants are N#Cc1ccccc1Br, COc1ccc(Br)cc1, [Li]CCCC, CCCCCC, [Cl-], [Cl-], C1CCOC1, [Pd], [Zn+2], c1ccc(P(c2ccccc2)c2ccccc2)cc1, c1ccc(P(c2ccccc2)c2ccccc2)cc1, c1ccc(P(c2ccccc2)c2ccccc2)cc1, c1ccc(P(c2ccccc2)c2ccccc2)cc1. Product: COc1ccc(-c2ccccc2C#N)cc1. Reaction SMILES: [Br:15][c:16]1[c:17]([C:18]#[N:19])[cH:20][cH:21][cH:22][cH:23]1.[Br:1][c:2]1[cH:3][cH:4][c:5]([O:8][CH3:9])[cH:6][cH:7]1.[CH2:10]([Li:11])[CH2:12][CH2:13][CH3:14].[CH3:29][CH2:30][CH2:31][CH2:32][CH2:33][CH3:34].[Cl-:35].[Cl-:37].[O:24]1[CH2:25][CH2:26][CH2:27][CH2:28]1.[Pd:38].[Zn+2:36].[c:39]1([P:40]([c:41]2[cH:42][cH:43][cH:44][cH:45][cH:46]2)[c:47]2[cH:48][cH:49][cH:50][cH:51][cH:52]2)[cH:53][cH:54][cH:55][cH:56][cH:57]1.[c:58]1([P:59]([c:60]2[cH:61][cH:62][cH:63][cH:64][cH:65]2)[c:66]2[cH:67][cH:68][cH:69][cH:70][cH:71]2)[cH:72][cH:73][cH:74][cH:75][cH:76]1.[c:77]1([P:78]([c:79]2[cH:80][cH:81][cH:82][cH:83][cH:84]2)[c:85]2[cH:86][cH:87][cH:88][cH:89][cH:90]2)[cH:91][cH:92][cH:93][cH:94][cH:95]1.[c:96]1([P:97]([c:98]2[cH:99][cH:100][cH:101][cH:102][cH:103]2)[c:104]2[cH:105][cH:106][cH:107][cH:108][cH:109]2)[cH:110][cH:111][cH:112][cH:113][cH:114]1>>[c:2]1(-[c:16]2[c:17]([C:18]#[N:19])[cH:20][cH:21][cH:22][cH:23]2)[cH:3][cH:4][c:5]([O:8][CH3:9])[cH:6][cH:7]1. Reactants: CCC(C)(C)[O-].[Na+] (sodium tert-amylate), CC(CCO)C (3-methylbutanol), ClC=1C(=NC(=NC1)Cl)Cl (trichloropyrimidine), CC(CCO)C (3-methylbutanol). Reaction conditions: temperature 20 celsius, time 8 hour. Yields the product ClC1=NC(=CC(=N1)Cl)OCCC(C)C (2,4-dichloro-6-(3-methylbut-1-oxy)pyrimidine). RXN SMILES: CCC([O-])(C)C.[Na+].Cl[C:9]1[C:10]([Cl:16])=[N:11][C:12]([Cl:15])=[N:13][CH:14]=1.[CH3:17][CH:18]([CH3:22])[CH2:19][CH2:20][OH:21]>>[Cl:15][C:12]1[N:11]=[C:10]([Cl:16])[CH:9]=[C:14]([O:21][CH2:20][CH2:19][CH:18]([CH3:22])[CH3:17])[N:13]=1 |f:0.1|. Procedure: A solution of 28.6 g (0.26 mol) of sodium tert-amylate in 150 ml of 3-methylbutanol is stirred at 45°-50° C. for 30 minutes, cooled to 20° C. and added dropwise at -30° C. to a solution of 30 ml (0.26 mol) of trichloropyrimidine in 150 ml of 3-methylbutanol. When the solution has been added, the temperature is 0° C. The reaction mixture is left to stand overnight. The solvent is removed and the residue is taken up in 150 ml of water. Extraction three times with toluene, drying of the combined or... Reactants: CO, ClC(Cl)Cl, COc1cc2ccnc(Cl)c2cc1OC, O=C1CCc2cc(N3CCNCC3)ccc2N1. Product: COc1cc2ccnc(N3CCN(c4ccc5c(c4)CCC(=O)N5)CC3)c2cc1OC. RXN SMILES: [CH3:37][OH:38].[CH:33]([Cl:34])([Cl:35])[Cl:36].[Cl:1][c:2]1[n:3][cH:4][cH:5][c:6]2[cH:7][c:8]([O:14][CH3:15])[c:9]([O:12][CH3:13])[cH:10][c:11]12.[N:16]1([c:22]2[cH:23][c:24]3[c:29]([cH:30][cH:31]2)[NH:28][C:27](=[O:32])[CH2:26][CH2:25]3)[CH2:17][CH2:18][NH:19][CH2:20][CH2:21]1>>[c:2]1([N:19]2[CH2:18][CH2:17][N:16]([c:22]3[cH:23][c:24]4[c:29]([cH:30][cH:31]3)[NH:28][C:27](=[O:32])[CH2:26][CH2:25]4)[CH2:21][CH2:20]2)[n:3][cH:4][cH:5][c:6]2[cH:7][c:8]([O:14][CH3:15])[c:9]([O:12][CH3:13])[cH:10][c:11]12.